This data is from the Open Reaction Database (ORD), a public repository of structured organic reaction records. The task is: describe an organic reaction: reactants, conditions, products, and yield The reactants are ClCCCOC1=C(C=C(C=C1)C(C)=O)OC (1-[4-(3-chloropropoxy)-3-methoxyphenyl]ethanone), C(F)(F)(F)C(=O)O (CF3CO2H). Solvent: O (H2O). Yields the product ClCCCOC1=C(C=C(C=C1)C(CO)=O)OC (4-(3-Chloropropoxy)-3-methoxyphenyl-2-hydroxyethanone). As a reaction SMILES: [Cl:1][CH2:2][CH2:3][CH2:4][O:5][C:6]1[CH:11]=[CH:10][C:9]([C:12](=[O:14])[CH3:13])=[CH:8][C:7]=1[O:15][CH3:16].C(C(O)=[O:22])(F)(F)F>O>[Cl:1][CH2:2][CH2:3][CH2:4][O:5][C:6]1[CH:11]=[CH:10][C:9]([C:12](=[O:14])[CH2:13][OH:22])=[CH:8][C:7]=1[O:15][CH3:16]. Procedure details: A solution of 1-[4-(3-chloropropoxy)-3-methoxyphenyl]ethanone (4.3 g, 17.7 mmol), [bis(trifluoroacetoxy)iodolbenzene (15.6 g, 36.2 mmol), H2O (18 ml), CF3CO2H (2.8 ml) and CH3 CN (90 ml) was refluxed for 3 hours. The CH3CN was removed under reduced pressure and the resulting yellow liquid was partitioned between H2O and CH2Cl2. The biphasic mixture was filtered, the organic phase collected, washed with saturated NaHCO3 solution and concentrated to afford 1.5 g of an amorphous brown solid. The so...